Dataset: the Open Reaction Database (ORD), a public repository of structured organic reaction records. Task: describe an organic reaction: reactants, conditions, products, and yield Reactants: C(C)OC(=O)CNC1=C(C=C(C=C1C)C(C(Cl)(F)F)(C(Cl)(F)F)O)C (N-ETHOXYCARBONYLMETHYL-2,6-DIMETHYL-4-(TETRAFLUORO-1,3-DICHLORO-2-HYDROXY-2-PROPYL)ANILINE), Cl (HCl). Solvent: [OH-].[Na+] (NaOH). The product is C(=O)(O)CNC1=C(C=C(C=C1C)C(C(Cl)(F)F)(C(Cl)(F)F)O)C (N-CARBOXYMETHYL-2,6-DIMETHYL-4-(TETRAFLUORO-1,3-DICHLORO-2-HYDROXY-2-PROPYL)ANILINE). Reaction SMILES: C([O:3][C:4]([CH2:6][NH:7][C:8]1[C:13]([CH3:14])=[CH:12][C:11]([C:15]([OH:24])([C:20]([F:23])([F:22])[Cl:21])[C:16]([F:19])([F:18])[Cl:17])=[CH:10][C:9]=1[CH3:25])=[O:5])C.Cl>[OH-].[Na+]>[C:4]([CH2:6][NH:7][C:8]1[C:13]([CH3:14])=[CH:12][C:11]([C:15]([OH:24])([C:20]([F:23])([F:22])[Cl:21])[C:16]([F:18])([F:19])[Cl:17])=[CH:10][C:9]=1[CH3:25])([OH:5])=[O:3] |f:2.3|. Procedure details: Dissolve the ethyl ester of Example 8 (3.0 g=7.4 mmol) in 70 ml 1.0 N NaOH. After 30 minutes acidify with concentrated HCl to pH 4. Extract the product with Et2O, dry and concentrate. Recrystallize from Et2O-hexane to obtain the title product as a white solid, melting at about 130°-142° (dec.) Starting materials: Compound II, ClC1=CC=C(CNC(=O)NN(C)CC(=O)O)C=C1 (2-(2-(4-chlorobenzylcarbamoyl)-1-methylhydrazinyl)acetic acid), N[C@@H](CC(=O)OC(C)(C)C)C(=O)N([C@H](C(OCC)OCC)C)CC=1C2=C(SC1)C=CC=C2 ((S)-tert-butyl 3-amino-4-((benzo[b]thiophen-3-ylmethyl)-((S)-1,1-diethoxypropan-2-yl)amino)-4-oxobutanoate). Yields the product S1C2=C(C(=C1)CN(C([C@H](CC(=O)OC(C)(C)C)NC(CN(NC(NCC1=CC=C(C=C1)Cl)=O)C)=O)=O)[C@H](C(OCC)OCC)C)C=CC=C2 ((S)-tert-butyl 4-((benzo[b]thiophen-3-ylmethyl)((S)-1,1-diethoxypropan-2-yl)amino)-3-(2-(2-(4-chlorobenzylcarbamoyl)-1-methylhydrazinyl)acetamido)-4-oxobutanoate). RXN SMILES: [Cl:1][C:2]1[CH:18]=[CH:17][C:5]([CH2:6][NH:7][C:8]([NH:10][N:11]([CH2:13][C:14]([OH:16])=O)[CH3:12])=[O:9])=[CH:4][CH:3]=1.[NH2:19][C@H:20]([C:29]([N:31]([CH2:41][C:42]1[C:43]2[CH:50]=[CH:49][CH:48]=[CH:47][C:44]=2[S:45][CH:46]=1)[C@@H:32]([CH3:40])[CH:33]([O:37][CH2:38][CH3:39])[O:34][CH2:35][CH3:36])=[O:30])[CH2:21][C:22]([O:24][C:25]([CH3:28])([CH3:27])[CH3:26])=[O:23]>>[S:45]1[CH:46]=[C:42]([CH2:41][N:31]([C@@H:32]([CH3:40])[CH:33]([O:34][CH2:35][CH3:36])[O:37][CH2:38][CH3:39])[C:29](=[O:30])[C@@H:20]([NH:19][C:14](=[O:16])[CH2:13][N:11]([CH3:12])[NH:10][C:8](=[O:9])[NH:7][CH2:6][C:5]2[CH:4]=[CH:3][C:2]([Cl:1])=[CH:18][CH:17]=2)[CH2:21][C:22]([O:24][C:25]([CH3:26])([CH3:27])[CH3:28])=[O:23])[C:43]2[CH:50]=[CH:49][CH:48]=[CH:47][C:44]1=2. Reported procedure: According to the procedure described in the synthesis method of Compound II-15, 2-(2-(4-chlorobenzylcarbamoyl)-1-methylhydrazinyl)acetic acid (Compound VI-7) 88 mg (0.32 mmol) was coupled with (S)-tert-butyl 3-amino-4-((benzo[b]thiophen-3-ylmethyl)-((S)-1,1-diethoxypropan-2-yl)amino)-4-oxobutanoate (Compound IV-18) 100 mg (0.22 mmol) to obtain the title compound. The reactants are [OH-].[NH4+] (ammonium hydroxide), COCCC=1N(C2=C(C=NC=3C=CC=CC23)N1)CCC(=O)N1CCOCC1 (2-(2-Methoxyethyl)-1-(3-morpholin-4-yl-3-oxopropyl)-1H-imidazo[4,5-c]quinoline), C1=CC(=CC(=C1)Cl)C(=O)OO (mCPBA), C1(=CC=C(C=C1)S(=O)(=O)Cl)C (p-toluenesulfonyl chloride). The product is COCCC=1N(C2=C(C(=NC=3C=CC=CC23)N)N1)CCC(=O)N1CCOCC1 (2-(2-methoxyethyl)-1-(3-morpholin-4-yl-3-oxopropyl)-1H-imidazo[4,5-c]quinolin-4-amine). RXN SMILES: [CH3:1][O:2][CH2:3][CH2:4][C:5]1[N:6]([CH2:18][CH2:19][C:20]([N:22]2[CH2:27][CH2:26][O:25][CH2:24][CH2:23]2)=[O:21])[C:7]2[C:16]3[CH:15]=[CH:14][CH:13]=[CH:12][C:11]=3[N:10]=[CH:9][C:8]=2[N:17]=1.C1C=C(Cl)C=C(C(OO)=O)C=1.C1(C)C=CC(S(Cl)(=O)=O)=CC=1.[OH-].[NH4+:51]>>[CH3:1][O:2][CH2:3][CH2:4][C:5]1[N:6]([CH2:18][CH2:19][C:20]([N:22]2[CH2:23][CH2:24][O:25][CH2:26][CH2:27]2)=[O:21])[C:7]2[C:16]3[CH:15]=[CH:14][CH:13]=[CH:12][C:11]=3[N:10]=[C:9]([NH2:51])[C:8]=2[N:17]=1 |f:3.4|. Procedure details: 2-(2-Methoxyethyl)-1-(3-morpholin-4-yl-3-oxopropyl)-1H-imidazo[4,5-c]quinoline (4.7 g, 13 mmol) was treated with mCPBA (5.73 g, 24.9 mmol) followed by ammonium hydroxide (40 mL) and p-toluenesulfonyl chloride (4.23 g, 22.2 mmol) according to the method described in Part D of Example 8. The crude product was recrystallized twice from ethyl acetate to provide 0.233 g of 2-(2-methoxyethyl)-1-(3-morpholin-4-yl-3-oxopropyl)-1H-imidazo[4,5-c]quinolin-4-amine as beige needles, mp 125-126° C. The reactants are CC(C)CS(=O)(=O)Cl, CS(=O)(=O)c1ccc(OCc2csc(N3CCNCC3)n2)cc1, CCN(C(C)C)C(C)C, ClCCl, Cl. The product is CC(C)CS(=O)(=O)N1CCN(c2nc(COc3ccc(S(C)(=O)=O)cc3)cs2)CC1. As a reaction SMILES: [CH2:34]([CH:35]([CH3:36])[CH3:37])[S:38](=[O:39])(=[O:40])[Cl:41].[CH3:2][S:3](=[O:4])(=[O:5])[c:6]1[cH:7][cH:8][c:9]([O:10][CH2:11][c:12]2[n:13][c:14]([N:17]3[CH2:18][CH2:19][NH:20][CH2:21][CH2:22]3)[s:15][cH:16]2)[cH:23][cH:24]1.[CH:25]([N:26]([CH2:27][CH3:28])[CH:29]([CH3:30])[CH3:31])([CH3:32])[CH3:33].[Cl:42][CH2:43][Cl:44].[ClH:1]>>[CH3:2][S:3](=[O:4])(=[O:5])[c:6]1[cH:7][cH:8][c:9]([O:10][CH2:11][c:12]2[n:13][c:14]([N:17]3[CH2:18][CH2:19][N:20]([S:38]([CH2:34][CH:35]([CH3:36])[CH3:37])(=[O:39])=[O:40])[CH2:21][CH2:22]3)[s:15][cH:16]2)[cH:23][cH:24]1.